From a dataset of the Open Reaction Database (ORD), a public repository of structured organic reaction records. describe an organic reaction: reactants, conditions, products, and yield Reactants: CC(C)(C)OC(=O)Nc1ccn2nc(Br)nc2c1, ClCCl, [Na+], [Na+], O=C([O-])[O-], C1COCCO1, OB(O)c1cccnc1. Product: CC(C)(C)OC(=O)Nc1ccn2nc(-c3cccnc3)nc2c1. Reaction SMILES: [Br:1][c:2]1[n:3][n:4]2[c:5]([cH:6][c:7]([NH:10][C:11]([O:12][C:13]([CH3:14])([CH3:15])[CH3:16])=[O:17])[cH:8][cH:9]2)[n:18]1.[Cl:40][CH2:41][Cl:42].[Na+:34].[Na+:35].[O-:36][C:37](=[O:38])[O-:39].[O:28]1[CH2:29][CH2:30][O:31][CH2:32][CH2:33]1.[n:19]1[cH:20][c:21]([B:25]([OH:26])[OH:27])[cH:22][cH:23][cH:24]1>>[c:2]1(-[c:21]2[cH:20][n:19][cH:24][cH:23][cH:22]2)[n:3][n:4]2[c:5]([cH:6][c:7]([NH:10][C:11]([O:12][C:13]([CH3:14])([CH3:15])[CH3:16])=[O:17])[cH:8][cH:9]2)[n:18]1. The reactants are CN(/C=C/C(=O)C1=CC=CC=C1)C ((E)-3-(dimethylamino)-1-phenylprop-2-en-1-one), O.NN (hydrazine hydrate). Run in C(C)O (ethanol). Run at temperature 100 celsius. Product: C1(=CC=CC=C1)C1=NNC=C1 (3-phenyl-1H-pyrazole). Reaction SMILES: C[N:2](C)/[CH:3]=[CH:4]/[C:5]([C:7]1[CH:12]=[CH:11][CH:10]=[CH:9][CH:8]=1)=O.O.[NH2:15]N>C(O)C>[C:7]1([C:5]2[CH:4]=[CH:3][NH:2][N:15]=2)[CH:12]=[CH:11][CH:10]=[CH:9][CH:8]=1 |f:1.2|. Procedure details: To a stirred solution of (E)-3-(dimethylamino)-1-phenylprop-2-en-1-one (2.63 g, 15 mmol) in ethanol (40 ml) was added hydrazine hydrate (1.459 ml, 30.0 mmol). The reaction was heated to 100° C. for 2 hours. Whereupon was cooled to room temperature and ethanol was removed by vacuum. The residue was partitioned between DCM and water. The organic phase was dried over MgSO4 and filtered. After evaporation the crude product was purified by triturating with a mixture of petroleumether and ethyl acetat...